The task is: describe an organic reaction: reactants, conditions, products, and yield. This data is from the Open Reaction Database (ORD), a public repository of structured organic reaction records. The reactants are Cl.C(C)C=1OC(=C(N1)C(=O)OCC)N (2-ethyl-4-carbethoxy-5-aminooxazole hydrochloride), C([O-])(O)=O.[Na+] (sodium bicarbonate), C([O-])([O-])=O.[Na+].[Na+] (Sodium carbonate). The solvent is ClCCl (dichloromethane). Product: C(C)C=1OC(=C(N1)C(=O)OCC)N (2-ethyl-4-carbethoxy-5-aminooxazole). RXN SMILES: Cl.[CH2:2]([C:4]1[O:5][C:6]([NH2:14])=[C:7]([C:9]([O:11][CH2:12][CH3:13])=[O:10])[N:8]=1)[CH3:3].C(=O)(O)[O-].[Na+].C(=O)([O-])[O-].[Na+].[Na+]>ClCCl>[CH2:2]([C:4]1[O:5][C:6]([NH2:14])=[C:7]([C:9]([O:11][CH2:12][CH3:13])=[O:10])[N:8]=1)[CH3:3] |f:0.1,2.3,4.5.6|. Reported procedure: To 9.9 g. 2-ethyl-4-carbethoxy-5-aminooxazole hydrochloride was added 90 ml. dichloromethane and 30 ml. saturated sodium bicarbonate solution. Sodium carbonate was then added to the solution until the pH was approximately 9. The aqueous layer was extracted with CH2Cl2, dried over anhydrous magnesium sulfate, and concentrated. The solid was recrystallized from ethanol to yield 5.8 g. The structure was verified by NMR. Starting materials: S(O)(O)(=O)=O (sulfuric acid), C(C)(=O)[O-].[Na+] (sodium acetate), aqueous solution, OC(C(=O)O)C (2-hydroxypropionic acid), C(C#C)O (propargyl alcohol). Run in C1(=CC=CC=C1)C (toluene). Reaction conditions: time 3 hour. Product: OC(C(=O)OCC#C)C (2-propynyl 2-hydroxypropionate). Yield: 45.0%. RXN SMILES: [OH:1][CH:2]([CH3:6])[C:3]([OH:5])=[O:4].[CH2:7](O)[C:8]#[CH:9].S(=O)(=O)(O)O.C([O-])(=O)C.[Na+]>C1(C)C=CC=CC=1>[OH:1][CH:2]([CH3:6])[C:3]([O:5][CH2:9][C:8]#[CH:7])=[O:4] |f:3.4|. Procedure details: 52.99 g (0.50 mol) of an aqueous solution of 85% 2-hydroxypropionic acid and 45 mL of toluene were dissolved in 84.09 g (1.50 mol) of propargyl alcohol, and 1.0 mL of concentrated sulfuric acid was added thereto. Using a Dean-Stark device under normal pressure, the formed water was removed from the system, and this was further reacted under reflux under normal pressure. After 3 hours, the reaction liquid was analyzed through liquid chromatography, and the disappearance of the starting materials ... Reactants: ClC=1C(=C(C=CC1C#N)N[C@@H](C(=O)NNC(C1=CC(=CC=C1)F)=O)[C@H](C)O)C (N′-((2R,3S)-2-(3-chloro-4-cyano-2-methylphenylamino)-3-hydroxybutanoyl)-3-fluorobenzohydrazide), C(C)(C)(C)NP1(N(CCCN1C)C)N(CC)CC (2-tert-butylamino-2-diethylamino-1,3-dimethyl perhydro-1,3,2-diazaphosphorine), C1(=CC=C(C=C1)S(=O)(=O)Cl)C (para-toluene sulfonyl chloride). Solvent: C1CCOC1 (THF). Reaction conditions: time 1 hour. The product is ClC1=C(C#N)C=CC(=C1C)N[C@H]([C@H](C)O)C=1OC(=NN1)C1=CC(=CC=C1)F (2-chloro-4-((1R,2S)-1-(5-(3-fluorophenyl)-1,3,4-oxadiazol-2-yl)-2-hydroxypropylamino)-3-methylbenzonitrile). Yield: 101.3%. Reaction SMILES: [Cl:1][C:2]1[C:3]([CH3:28])=[C:4]([NH:10][C@H:11]([C@@H:25]([OH:27])[CH3:26])[C:12]([NH:14][NH:15][C:16](=[O:24])[C:17]2[CH:22]=[CH:21][CH:20]=[C:19]([F:23])[CH:18]=2)=O)[CH:5]=[CH:6][C:7]=1[C:8]#[N:9].C(NP1(N(CC)CC)N(C)CCCN1C)(C)(C)C.C1(C)C=CC(S(Cl)(=O)=O)=CC=1>C1COCC1>[Cl:1][C:2]1[C:3]([CH3:28])=[C:4]([NH:10][C@@H:11]([C:12]2[O:24][C:16]([C:17]3[CH:22]=[CH:21][CH:20]=[C:19]([F:23])[CH:18]=3)=[N:15][N:14]=2)[C@@H:25]([OH:27])[CH3:26])[CH:5]=[CH:6][C:7]=1[C:8]#[N:9]. Procedure details: To a solution of N′-((2R,3S)-2-(3-chloro-4-cyano-2-methylphenylamino)-3-hydroxybutanoyl)-3-fluorobenzohydrazide (1 g, 2.47 mmol) in anhydrous THF (15 mL) at room temperature was added 2-tert-butylamino-2-diethylamino-1,3-dimethyl perhydro-1,3,2-diazaphosphorine on polystyrene (3 mmol base/g) (3.37 g, 7.41 mmol) followed by para-toluene sulfonyl chloride (p-TSCl) (471 mg, 2.47 mmol) and the mixture was stirred for 1 h. The mixture was filtered under suction, the residue then washed with acetone (... Run at temperature 140 celsius, time 1 hour. Run in CN1CCCC1=O (NMP). Product: O1COC=2C1=CC=1CCCN(C1C2)C=2C(NC1=CC=C(C=C1N2)C(=O)OC)=O (methyl 3-[2H,5H,6H,7H,8H-[1,3]dioxolo[4,5-g]quinolin-5-yl]-2-oxo-1,2-dihydroquinoxaline-6-carboxylate). As a reaction SMILES: Cl[C:2]1[C:3](=[O:16])[NH:4][C:5]2[C:10]([N:11]=1)=[CH:9][C:8]([C:12]([O:14][CH3:15])=[O:13])=[CH:7][CH:6]=2.[O:17]1[C:21]2=[CH:22][C:23]3[CH2:24][CH2:25][CH2:26][NH:27][C:28]=3[CH:29]=[C:20]2[O:19][CH2:18]1>CN1C(=O)CCC1>[O:17]1[C:21]2=[CH:22][C:23]3[CH2:24][CH2:25][CH2:26][N:27]([C:2]4[C:3](=[O:16])[NH:4][C:5]5[C:10]([N:11]=4)=[CH:9][C:8]([C:12]([O:14][CH3:15])=[O:13])=[CH:7][CH:6]=5)[C:28]=3[CH:29]=[C:20]2[O:19][CH2:18]1. Reactants: ClC=1C(NC2=CC=C(C=C2N1)C(=O)OC)=O (methyl 3-chloro-2-oxo-1,2-dihydroquinoxaline-6-carboxylate), O1COC=2C1=CC=1CCCNC1C2 (2H,5H,6H,7H,8H-[1,3]dioxolo[4,5-g]quinoline). Procedure details: To a solution of methyl 3-chloro-2-oxo-1,2-dihydroquinoxaline-6-carboxylate (161 mg, 0.67 mmol) in NMP (5 ml) was added the 2H,5H,6H,7H,8H-[1,3]dioxolo[4,5-g]quinoline (180 mg, 1.02 mmol) and the reaction was stirred for 1 h at 140° C. The reaction mixture was cooled to room temperature, and the product was precipitated by the addition of water and filtered off to afford methyl 3-[2H,5H,6H,7H,8H-[1,3]dioxolo[4,5-g]quinolin-5-yl]-2-oxo-1,2-dihydroquinoxaline-6-carboxylate as a brown solid (140 mg... Isolated yield 55.1%.